From a dataset of the Open Reaction Database (ORD), a public repository of structured organic reaction records. describe an organic reaction: reactants, conditions, products, and yield The reactants are S(=O)(=O)([O-])OOS(=O)(=O)[O-].[NH4+].[NH4+] (Ammonium persulfate), CC1=NC=CC=C1 (2-methylpyridine), O.CO (water MeOH), S(O)(O)(=O)=O (sulfuric acid), S(=O)(=O)([O-])OOS(=O)(=O)[O-].[NH4+].[NH4+] (ammonium persulfate), S(O)(O)(=O)=O (sulfuric acid). The product is OCC1=CC(=NC=C1)C (4-Hydroxymethyl-2-methylpyridine). Reaction SMILES: S(OOS([O-])(=O)=O)([O-])(=O)=O.[NH4+].[NH4+].[CH3:13][C:14]1[CH:19]=[CH:18][CH:17]=[CH:16][N:15]=1.S(=O)(=O)(O)O.[OH2:25].[CH3:26]O>>[OH:25][CH2:26][C:18]1[CH:17]=[CH:16][N:15]=[C:14]([CH3:13])[CH:19]=1 |f:0.1.2,5.6|. Reported procedure: Ammonium persulfate (231 g) was added to a solution of 2-methylpyridine (100 ml) in water-MeOH (350:700 ml); and then concentrated sulfuric acid (58 m,) was added. The mixture was stirred at reflux for 3 days. In this time other ammonium persulfate (20 g) and concentrated sulfuric acid (15 ml) were added. The mixture was quenched with NaOH 10% and extracted with EE (3×100 ml) and EA (3×100 ml), then the organic extracts were washed with brine (200 ml), dried and concentrated in vacuo to a yellow... Starting materials: Cl.BrC1=CC=C(C=C1)NN (4-bromophenylhydrazine hydrochloride), CN(C)C=NC(C1=CC=C(C=C1)[N+](=O)[O-])=O (N-(dimethylaminomethylene)-p-nitrobenzamide), [OH-].[Na+] (sodium hydroxide), C(C)(=O)O (acetic acid). Solvent: O1CCOCC1 (p-dioxane). The product is BrC1=CC=C(C=C1)N1N=CN=C1C1=CC=C(C=C1)[N+](=O)[O-] (1-(p-Bromophenyl)-5-(p-nitrophenyl)-1H-1,2,4-triazole). Reaction SMILES: Cl.[Br:2][C:3]1[CH:8]=[CH:7][C:6]([NH:9][NH2:10])=[CH:5][CH:4]=1.[OH-].[Na+].C(O)(=O)C.CN([CH:20]=[N:21][C:22](=O)[C:23]1[CH:28]=[CH:27][C:26]([N+:29]([O-:31])=[O:30])=[CH:25][CH:24]=1)C>O1CCOCC1>[Br:2][C:3]1[CH:8]=[CH:7][C:6]([N:9]2[C:22]([C:23]3[CH:24]=[CH:25][C:26]([N+:29]([O-:31])=[O:30])=[CH:27][CH:28]=3)=[N:21][CH:20]=[N:10]2)=[CH:5][CH:4]=1 |f:0.1,2.3|. Procedure details: To a solution of 12.1 g. of 4-bromophenylhydrazine hydrochloride in a mixture of 10.9 ml. of 5 N sodium hydroxide, 100 ml. of 30% aqueous acetic acid and 50 ml. of p-dioxane is added 10.0 g. of N-(dimethylaminomethylene)-p-nitrobenzamide. The procedure of Example 2 is followed, giving 12.7 g. of the desired product as tan crystals, mp. 142°-144° C. Reactants: CCO, CCOC(=O)c1cn(C2CC2)c2c(F)c(F)c(F)c([N+](=O)[O-])c2c1=O, [H][H]. The product is CCOC(=O)c1cn(C2CC2)c2c(F)c(F)c(F)c(N)c2c1=O. RXN SMILES: [CH3:28][CH2:29][OH:30].[CH:1]1([n:4]2[cH:5][c:6]([C:21](=[O:22])[O:23][CH2:24][CH3:25])[c:7](=[O:20])[c:8]3[c:9]([N+:17]([O-:18])=[O:19])[c:10]([F:16])[c:11]([F:15])[c:12]([F:14])[c:13]23)[CH2:2][CH2:3]1.[H:26][H:27]>>[CH:1]1([n:4]2[cH:5][c:6]([C:21](=[O:22])[O:23][CH2:24][CH3:25])[c:7](=[O:20])[c:8]3[c:9]([NH2:17])[c:10]([F:16])[c:11]([F:15])[c:12]([F:14])[c:13]23)[CH2:2][CH2:3]1. The reactants are O=C(Cl)C(=O)Cl, ClCCl, O=C(O)c1cc(-c2ccco2)nc2ccccc12. Product: [Cl-], O=C(O)c1cc(-c2ccco2)nc2ccccc12. RXN SMILES: [Cl:1][C:2]([C:3]([Cl:4])=[O:5])=[O:6].[Cl:25][CH2:26][Cl:27].[o:7]1[c:8](-[c:12]2[n:13][c:14]3[cH:15][cH:16][cH:17][cH:18][c:19]3[c:20]([C:22](=[O:23])[OH:24])[cH:21]2)[cH:9][cH:10][cH:11]1>>[Cl-:1].[o:7]1[c:8](-[c:12]2[n:13][c:14]3[cH:15][cH:16][cH:17][cH:18][c:19]3[c:20]([C:22](=[O:23])[OH:24])[cH:21]2)[cH:9][cH:10][cH:11]1. The solvent is O1CCCC1 (tetrahydrofuran), O1CCCC1 (tetrahydrofuran). Reaction SMILES: [CH3:1][CH2:2][C:3](=[O:11])[CH2:4][S:5][CH2:6][C:7](OC)=[O:8].[H-].[Na+]>O1CCCC1>[CH3:1][CH:2]1[C:3](=[O:11])[CH2:4][S:5][CH2:6][C:7]1=[O:8] |f:1.2|. Isolated yield 76.3%. Reported procedure: A solution of 101.3 g (0.57 mole) of methyl 2-(3-methylacetonylmercapto)acetate in 2.3 liter of dry tetrahydrofuran is added dropwise over a period of 3 hours to a stirred suspension of 0.57 mole of sodium hydride (27.4 g of 50% mineral oil suspension) in 1.1 liter of dry tetrahydrofuran at room temperature under nitrogen. Stirring is continued for an additional 3 hours. The resulting yellow reaction mixture is concentrated to a small volume at temperature below 40° C. under reduced pressure, po... Conditions: time 3 hour. Product: CC1C(CSCC1=O)=O (4-methyltetrahydrothiopyran-3,5-dione). The reactants are CCC(CSCC(=O)OC)=O (methyl 2-(3-methylacetonylmercapto)acetate), [H-].[Na+] (sodium hydride). The reactants are CS(=O)(=O)OC1CN(CC1)C1=CC=C(C=C1)[N+](=O)[O-] (1-(4-nitrophenyl)pyrrolidin-3-yl methanesulphonate). Solvent: N1CCCC1 (pyrrolidine). Product: [N+](=O)([O-])C1=CC=C(C=C1)N1CC(CC1)N1CCCC1 (1′-(4-Nitro-phenyl)-[1,3′]bipyrrolidinyl). Yield: 53.0%. As a reaction SMILES: CS(O[CH:6]1[CH2:10][CH2:9][N:8]([C:11]2[CH:16]=[CH:15][C:14]([N+:17]([O-:19])=[O:18])=[CH:13][CH:12]=2)[CH2:7]1)(=O)=O>N1CCCC1>[N+:17]([C:14]1[CH:15]=[CH:16][C:11]([N:8]2[CH2:9][CH2:10][CH:6]([N:8]3[CH2:9][CH2:10][CH2:6][CH2:7]3)[CH2:7]2)=[CH:12][CH:13]=1)([O-:19])=[O:18]. Procedure details: 5 g (0.0174 mole) of methanesulfonic acid 1-(4-nitro-phenyl)-pyrrolidin-3yl ester (2) were heated 2 hours at 85° C. in 30 ml of pyrrolidine. The mixture was then poured on ice water until crystallization occurred. After filtrating and drying, the obtained yellow powder was chromatographed with an eluent consisting of dichloromethane/methanol (98/2). 2.6 g of derivative (1) was thus obtained (yield 53%). Reactants: OC1=CC=C(NC(CCCCCN2C=NC=C2)=O)C=C1 (p-hydroxy-6-(1-imidazolyl)hexaneanilide), C([O-])([O-])=O.[K+].[K+] (potassium carbonate), BrCCCCC(C(=O)OCC)(C)C (ethyl 6-bromo-2,2-dimethylhexanoate). The solvent is C(C)O (ethanol). Reaction conditions: time 30 minute. The product is N1(C=NC=C1)CCCCCC(=O)NC1=CC=C(OCCCCC(C(=O)OCC)(C)C)C=C1 (ethyl 6-[p-[6-(1-imidazolyl)hexanamido]phenoxy]-2,2-dimethylhexanoate). As a reaction SMILES: [OH:1][C:2]1[CH:20]=[CH:19][C:5]([NH:6][C:7](=[O:18])[CH2:8][CH2:9][CH2:10][CH2:11][CH2:12][N:13]2[CH:17]=[CH:16][N:15]=[CH:14]2)=[CH:4][CH:3]=1.C(=O)([O-])[O-].[K+].[K+].Br[CH2:28][CH2:29][CH2:30][CH2:31][C:32]([CH3:39])([CH3:38])[C:33]([O:35][CH2:36][CH3:37])=[O:34]>C(O)C>[N:13]1([CH2:12][CH2:11][CH2:10][CH2:9][CH2:8][C:7]([NH:6][C:5]2[CH:4]=[CH:3][C:2]([O:1][CH2:28][CH2:29][CH2:30][CH2:31][C:32]([CH3:38])([CH3:39])[C:33]([O:35][CH2:36][CH3:37])=[O:34])=[CH:20][CH:19]=2)=[O:18])[CH:17]=[CH:16][N:15]=[CH:14]1 |f:1.2.3|. Procedure details: To 20 ml of ethanol were added 1.37 g of p-hydroxy-6-(1-imidazolyl)hexaneanilide and 0.69 g of anhydrous potassium carbonate and the mixture was stirred for 30 minutes with heating under reflux. After cooling, 1.26 g of ethyl 6-bromo-2,2-dimethylhexanoate was added thereto and the mixture was reacted overnight with heating under reflux. The solvent was removed from the reaction mixture by distillation under reduced pressure. Water was added to the resulting residue followed by extracting with ch...